Dataset: the Open Reaction Database (ORD), a public repository of structured organic reaction records. Task: describe an organic reaction: reactants, conditions, products, and yield Reactants: CC1N(N=C(C2=C(C1)C=C1C(=C2)OCO1)C1=CC=C(C=C1)[N+](=O)[O-])C(NN)=S ((±)-8-Methyl-5-(4-nitrophenyl)-8,9-dihydro-7H-1,3-dioxolo[4,5-h][2,3]benzodiazepine-7-carbothiohydrazide), C(Cl)(Cl)Cl (chloroform), CN=C=O (methyl isocyanate). The product is CC1N(N=C(C2=C(C1)C=C1C(=C2)OCO1)C1=CC=C(C=C1)[N+](=O)[O-])C(=S)NNC(=O)NC ((±)-1-{8-Methyl-5-(4-nitrophenyl)-8,9-dihydro-7H-1,3-dioxolo[4,5-h][2,3]benzodiazepine-7-carbothioyl}-4-methyl-semicarbazide). Isolated yield 88.0%. As a reaction SMILES: [CH3:1][CH:2]1[CH2:8][C:7]2[CH:9]=[C:10]3[O:15][CH2:14][O:13][C:11]3=[CH:12][C:6]=2[C:5]([C:16]2[CH:21]=[CH:20][C:19]([N+:22]([O-:24])=[O:23])=[CH:18][CH:17]=2)=[N:4][N:3]1[C:25](=[S:28])[NH:26][NH2:27].C(Cl)(Cl)Cl.[CH3:33][N:34]=[C:35]=[O:36]>>[CH3:1][CH:2]1[CH2:8][C:7]2[CH:9]=[C:10]3[O:15][CH2:14][O:13][C:11]3=[CH:12][C:6]=2[C:5]([C:16]2[CH:17]=[CH:18][C:19]([N+:22]([O-:24])=[O:23])=[CH:20][CH:21]=2)=[N:4][N:3]1[C:25]([NH:26][NH:27][C:35]([NH:34][CH3:33])=[O:36])=[S:28]. Reported procedure: To a stirred solution of 0.40 g (1.0 mmol) of compound XVIII in 15 ml of chloroform 0.07 ml (1.2 mmol) of methyl isocyanate was added. After 1 h the reaction mixture was washed with sodium hydrogen carbonate solution and water and after concentration the obtained solid material was purified by refluxing in ethanol. The desired product was 0.36 g, yield: 88%. Mp.: 200° C. Starting materials: FC(C=1C=C(CN(C=2N=NN(N2)C)CC2=C(C=CC(=C2)C(F)(F)F)C(=O)C2CCC2)C=C(C1)C(F)(F)F)(F)F ((2-(((3,5-bis(trifluoromethyl)benzyl)(2-methyl-2H-tetrazol-5-yl)amino)methyl)-4-(trifluoromethyl)phenyl)(cyclobutyl)methanone), C[Mg]Br (methylmagnesium bromide). The solvent is O1CCCC1 (tetrahydrofuran). Run at time 2 hour. Product: FC(C=1C=C(CN(C=2N=NN(N2)C)CC2=C(C=CC(=C2)C(F)(F)F)C(C)(O)C2CCC2)C=C(C1)C(F)(F)F)(F)F (1-(2-(((3,5-bis(trifluoromethyl)benzyl)(2-methyl-2H-tetrazol-5-yl)amino)methyl)-4-(trifluoromethyl)phenyl)-1-cyclobutylethanol). Isolated yield 75.7%. As a reaction SMILES: [F:1][C:2]([F:39])([F:38])[C:3]1[CH:4]=[C:5]([CH:31]=[C:32]([C:34]([F:37])([F:36])[F:35])[CH:33]=1)[CH2:6][N:7]([CH2:14][C:15]1[CH:20]=[C:19]([C:21]([F:24])([F:23])[F:22])[CH:18]=[CH:17][C:16]=1[C:25]([CH:27]1[CH2:30][CH2:29][CH2:28]1)=[O:26])[C:8]1[N:9]=[N:10][N:11]([CH3:13])[N:12]=1.[CH3:40][Mg]Br>O1CCCC1>[F:39][C:2]([F:1])([F:38])[C:3]1[CH:4]=[C:5]([CH:31]=[C:32]([C:34]([F:35])([F:36])[F:37])[CH:33]=1)[CH2:6][N:7]([CH2:14][C:15]1[CH:20]=[C:19]([C:21]([F:24])([F:23])[F:22])[CH:18]=[CH:17][C:16]=1[C:25]([CH:27]1[CH2:28][CH2:29][CH2:30]1)([OH:26])[CH3:40])[C:8]1[N:9]=[N:10][N:11]([CH3:13])[N:12]=1. Procedure details: To a solution of (2-(((3,5-bis(trifluoromethyl)benzyl)(2-methyl-2H-tetrazol-5-yl)amino)methyl)-4-(trifluoromethyl)phenyl)(cyclobutyl)methanone (Preparation 29, 28 mg; 0.050 mmol) in tetrahydrofuran (0.5 mL) was added methylmagnesium bromide (50 uL; 0.15 mmol; 3.0M in diethyl ether). The reaction was stirred at room temperature for 2 hours. The reaction was quenched with 2 drops water and 1 drop aqueous 2N hydrochloric acid. The mixture was diluted with ethyl acetate and filtered over a column co... The reactants are OC(C(C)C)(C=1N=CN(C1)C(C1=CC=CC=C1)(C1=CC=CC=C1)C1=CC=CC=C1)C=1C=C2C=CC(=CC2=CC1)C(=O)OC (methyl 6-(1-hydroxy-2-methyl-1-(1-trityl-1H-imidazol-4-yl)propyl)-2-naphthoate), OC(C(C)C)(C=1N=CN(C1)C(C1=CC=CC=C1)(C1=CC=CC=C1)C1=CC=CC=C1)C=1C=C2C=CC(=CC2=CC1)C(=O)O (6-(1-hydroxy-2-methyl-1-(1-trityl-1H-imidazol-4-yl)propyl)-2-naphthoic acid), Cl.COC([C@@H](N)C)=O (L-alanine methyl ester hydrochloride). Product: OC(C(C)C)(C=1N=CNC1)C=1C=C2C=CC(=CC2=CC1)C(=O)N[C@H](C(=O)OC)C (Methyl (2S)-2-[[6-[1-Hydroxy-1-(1H-imidazol-4-yl)-2-methylpropyl)-2-naphthoyl]amino]propanoate). The yield is 162.4%. As a reaction SMILES: [OH:1][C:2]([C:30]1[CH:31]=[C:32]2[C:37](=[CH:38][CH:39]=1)[CH:36]=[C:35]([C:40](OC)=[O:41])[CH:34]=[CH:33]2)([C:6]1[N:7]=[CH:8][N:9](C(C2C=CC=CC=2)(C2C=CC=CC=2)C2C=CC=CC=2)[CH:10]=1)[CH:3]([CH3:5])[CH3:4].OC(C1C=C2C(=CC=1)C=C(C(O)=O)C=C2)(C1N=CN(C(C2C=CC=CC=2)(C2C=CC=CC=2)C2C=CC=CC=2)C=1)C(C)C.Cl.[CH3:87][O:88][C:89](=[O:93])[C@H:90]([CH3:92])[NH2:91]>>[OH:1][C:2]([C:30]1[CH:31]=[C:32]2[C:37](=[CH:38][CH:39]=1)[CH:36]=[C:35]([C:40]([NH:91][C@@H:90]([CH3:92])[C:89]([O:88][CH3:87])=[O:93])=[O:41])[CH:34]=[CH:33]2)([C:6]1[N:7]=[CH:8][NH:9][CH:10]=1)[CH:3]([CH3:5])[CH3:4] |f:2.3|. Reported procedure: In a manner to that described in Example 9-(i), methyl 6-(1-hydroxy-2-methyl-1-(1-trityl-1H-imidazol-4-yl)propyl)-2-naphthoate (533 mg) was converted to 6-(1-hydroxy-2-methyl-1-(1-trityl-1H-imidazol-4-yl)propyl)-2-naphthoic acid, which was reacted with L-alanine methyl ester hydrochloride (283 mg) in a similar manner as described in Example 24-(i) to give the titled compound (604 mg) as a colorless powder. Yields the product COC(C)n1nc(-c2ccc(OCC3CCCOC3)cc2)oc1=O. The reactants are O=C([O-])[O-], CS(=O)(=O)OCC1CCCOC1, CC#N, [K+], [K+], COC(C)n1nc(-c2ccc(O)cc2)oc1=O. As a reaction SMILES: [C:18](=[O:19])([O-:20])[O-:21].[CH3:24][S:25]([O:26][CH2:29][CH:30]1[CH2:31][O:32][CH2:33][CH2:34][CH2:35]1)(=[O:27])=[O:28].[CH3:36][C:37]#[N:38].[K+:22].[K+:23].[OH:1][c:2]1[cH:3][cH:4][c:5](-[c:8]2[n:9][n:10]([CH:14]([CH3:15])[O:16][CH3:17])[c:11](=[O:13])[o:12]2)[cH:6][cH:7]1>>[O:1]([c:2]1[cH:3][cH:4][c:5](-[c:8]2[n:9][n:10]([CH:14]([CH3:15])[O:16][CH3:17])[c:11](=[O:13])[o:12]2)[cH:6][cH:7]1)[CH2:29][CH:30]1[CH2:31][O:32][CH2:33][CH2:34][CH2:35]1. Starting materials: CC(C(=O)O)(CCN1N=CC(=C1)B1OC(C(O1)(C)C)(C)C)S(=O)(=O)C (2-methyl-2-(methylsulfonyl)-4-[4-(4,4,5,5-tetramethyl-1,3,2-dioxaborolan-2-yl)-1H-pyrazol-1-yl]butanoic acid), C=1C=CC2=C(C1)N=NN2O (HOBT), CCN=C=NCCCN(C)C.Cl (EDCI.HCl), O1C(CCCC1)ON (O-tetrahydro-2H-pyran-2-yl-hydroxylamine). Run in CCOC(=O)C (EtOAc), O (Water), CS(=O)C (DMSO). Run at time 20 minute. Yields the product CC(C(=O)NOC1OCCCC1)(CCN1N=CC(=C1)B1OC(C(O1)(C)C)(C)C)S(=O)(=O)C (2-methyl-2-(methylsulfonyl)-N-(tetrahydro-2H-pyran-2-yloxy)-4-[4-(4,4,5,5-tetramethyl-1,3,2-dioxaborolan-2-yl)-1H-pyrazol-1-yl]butanamide). Yield: 52.5%. RXN SMILES: [CH3:1][C:2]([S:22]([CH3:25])(=[O:24])=[O:23])([CH2:6][CH2:7][N:8]1[CH:12]=[C:11]([B:13]2[O:17][C:16]([CH3:19])([CH3:18])[C:15]([CH3:21])([CH3:20])[O:14]2)[CH:10]=[N:9]1)[C:3](O)=[O:4].C1C=CC2N(O)N=NC=2C=1.CCN=C=NCCCN(C)C.Cl.[O:48]1[CH2:53][CH2:52][CH2:51][CH2:50][CH:49]1[O:54][NH2:55]>CS(C)=O.CCOC(C)=O.O>[CH3:1][C:2]([S:22]([CH3:25])(=[O:24])=[O:23])([CH2:6][CH2:7][N:8]1[CH:12]=[C:11]([B:13]2[O:17][C:16]([CH3:18])([CH3:19])[C:15]([CH3:20])([CH3:21])[O:14]2)[CH:10]=[N:9]1)[C:3]([NH:55][O:54][CH:49]1[CH2:50][CH2:51][CH2:52][CH2:53][O:48]1)=[O:4] |f:2.3|. Reported procedure: To a solution of (2-methyl-2-(methylsulfonyl)-4-[4-(4,4,5,5-tetramethyl-1,3,2-dioxaborolan-2-yl)-1H-pyrazol-1-yl]butanoic acid (7.0 g, 0.019 mol) in DMSO (300 mL) was added HOBT (3.24 g, 0.024 mol). The reaction solution was stirred at room temperature for 20 min, EDCI.HCl (4.6 g, 0.024 mol) and O-tetrahydro-2H-pyran-2-yl-hydroxylamine (2.5 g, 0.021 mol) were added at room temperature and the reaction mixture was stirred at room temperature overnight. Water (200 mL) and EtOAc (200 mL) were added... Reactants: CI, CN(C)C=O, Cl, [H-], [Na+], O, COC(=O)C(O)c1ccccc1ON=C(C)c1ccc(Cl)cc1. The product is COC(=O)C(OC)c1ccccc1ON=C(C)c1ccc(Cl)cc1. RXN SMILES: [CH3:26][I:27].[CH3:29][N:30]([CH3:31])[CH:32]=[O:33].[ClH:28].[H-:1].[Na+:2].[OH2:34].[OH:3][CH:4]([C:5](=[O:6])[O:7][CH3:8])[c:9]1[c:10]([O:15][N:16]=[C:17]([c:18]2[cH:19][cH:20][c:21]([Cl:24])[cH:22][cH:23]2)[CH3:25])[cH:11][cH:12][cH:13][cH:14]1>>[O:3]([CH:4]([C:5](=[O:6])[O:7][CH3:8])[c:9]1[c:10]([O:15][N:16]=[C:17]([c:18]2[cH:19][cH:20][c:21]([Cl:24])[cH:22][cH:23]2)[CH3:25])[cH:11][cH:12][cH:13][cH:14]1)[CH3:26]. Reactants: C(C1=CC=CC=C1)N1CC(CC1)OC1=CC(=CC=C1)C(F)(F)F (1-benzyl-3-(3-trifluoromethyl-phenoxy)-pyrrolidine), C(C1=CC=CC=C1)N1CC(CC1)O (1-benzylpyrrolidin-3-ol). The reagents and catalysts are [OH-].[OH-].[Pd+2] (Pd(OH)2). Solvent: CO (MeOH). Run at time 8 hour. The product is FC(C=1C=C(OC2CNCC2)C=CC1)(F)F (3-(3-Trifluoromethyl-phenoxy)-pyrrolidine). Yield: 85.9%. RXN SMILES: C([N:8]1[CH2:12][CH2:11][CH:10]([O:13][C:14]2[CH:19]=[CH:18][CH:17]=[C:16]([C:20]([F:23])([F:22])[F:21])[CH:15]=2)[CH2:9]1)C1C=CC=CC=1.C(N1CCC(O)C1)C1C=CC=CC=1>CO.[OH-].[OH-].[Pd+2]>[F:23][C:20]([F:21])([F:22])[C:16]1[CH:15]=[C:14]([CH:19]=[CH:18][CH:17]=1)[O:13][CH:10]1[CH2:11][CH2:12][NH:8][CH2:9]1 |f:3.4.5|. Procedure details: Pd(OH)2 (125 mg) was added to a stirred solution of 1-benzyl-3-(3-trifluoromethyl-phenoxy)-pyrrolidine (prepared according to Step 1 and 5 of the General Scheme from 1-benzylpyrrolidin-3-ol) (125 mg, 0.4 mmol) in MeOH (15 mL) in an inert atmosphere and stirring was continued under H2 gas atmosphere overnight. The reaction mixture was filtered through celite. The filtrate collected was concentrated under reduced pressure to afford 811 mg (85.9% Yield) of 3-(3-Trifluoromethyl-phenoxy)-pyrrolidine.